This data is from the Open Reaction Database (ORD), a public repository of structured organic reaction records. The task is: describe an organic reaction: reactants, conditions, products, and yield Starting materials: [H-].[Al+3].[Li+].[H-].[H-].[H-] (lithium aluminum hydride), FC1=C(C=CC=C1)C1=C(CCC1)C(=O)OCC (ethyl 2-(2-fluorophenyl)cyclopent-1-enecarboxylate), S(=O)(=O)([O-])[O-].[Mg+2] (magnesium sulfate), Example 3-(2), [OH-].[Na+] (sodium hydroxide). The solvent is C1CCOC1 (THF), O (water), O (water), C1CCOC1 (THF). Conditions: time 1 hour. The product is FC1=C(C=CC=C1)C1=C(CCC1)CO ([2-(2-fluorophenyl)cyclopent-1-enyl]methanol). RXN SMILES: [F:1][C:2]1[CH:7]=[CH:6][CH:5]=[CH:4][C:3]=1[C:8]1[CH2:12][CH2:11][CH2:10][C:9]=1[C:13](OCC)=[O:14].[H-].[Al+3].[Li+].[H-].[H-].[H-].[OH-].[Na+].S([O-])([O-])(=O)=O.[Mg+2]>C1COCC1.O>[F:1][C:2]1[CH:7]=[CH:6][CH:5]=[CH:4][C:3]=1[C:8]1[CH2:12][CH2:11][CH2:10][C:9]=1[CH2:13][OH:14] |f:1.2.3.4.5.6,7.8,9.10|. Procedure: A solution of ethyl 2-(2-fluorophenyl)cyclopent-1-enecarboxylate obtained in Preparation Example 3-(2) (7.60 g) in THF (100 mL) was added dropwise to a suspension of lithium aluminum hydride (1.34 g) in THF (300 mL) in an ice bath. The reaction solution was stirred at the same temperature for one hour. Then, water (1.35 mL), a 5 N sodium hydroxide solution (1.35 mL) and water (4.05 mL) were sequentially added dropwise in an ice bath. Anhydrous magnesium sulfate was added to the generated reactio... Starting materials: C(CCC)N(CCCN(C\C=C\CN(CCCN(C(=O)OC(C)(C)C)CC)C(=O)OC(C)(C)C)C(=O)OC(C)(C)C)C(=O)OC(C)(C)C ((E)-1-butyl-14-ethyl-1,5,10,14-tetra-BOC-1,5,10,14-tetraazatetradec-7-ene), Cl (hydrochloric acid). Solvent: C(C)OCC (diethyl ether). Run at time 15 hour. Product: Cl.Cl.Cl.Cl.C(CCC)NCCCNC\C=C\CNCCCNCC ((E)-1-Butyl-14-ethyl-1,5,10,14-tetraazatetradec-7-ene tetrahydrochloride). As a reaction SMILES: [CH2:1]([N:5](C(OC(C)(C)C)=O)[CH2:6][CH2:7][CH2:8][N:9](C(OC(C)(C)C)=O)[CH2:10]/[CH:11]=[CH:12]/[CH2:13][N:14](C(OC(C)(C)C)=O)[CH2:15][CH2:16][CH2:17][N:18]([CH2:26][CH3:27])C(OC(C)(C)C)=O)[CH2:2][CH2:3][CH3:4].[ClH:49]>C(OCC)C>[ClH:49].[ClH:49].[ClH:49].[ClH:49].[CH2:1]([NH:5][CH2:6][CH2:7][CH2:8][NH:9][CH2:10]/[CH:11]=[CH:12]/[CH2:13][NH:14][CH2:15][CH2:16][CH2:17][NH:18][CH2:26][CH3:27])[CH2:2][CH2:3][CH3:4] |f:3.4.5.6.7|. Reported procedure: A mixture of 0.3 g (0.438 mmol) of (E)-1-butyl-14-ethyl-1,5,10,14-tetra-BOC-1,5,10,14-tetraazatetradec-7-ene and 6 ml of 3N methanolic hydrochloric acid is stirred for 15 h at room temperature, and then 10 ml of diethyl ether are added. Working up analogously to Example 1 yields the title compound, m.p. >260° C. 1H-NMR (D2O): δ0.91 (t,3H); 1.27(t, 3H); 1.32-1.45(m,2H); 2.05-2.16(m,4H); 3.03-3.19(m,12H); 3.77(d,4H); 6.04-6.07(m,2H).